describe an organic reaction: reactants, conditions, products, and yield From a dataset of the Open Reaction Database (ORD), a public repository of structured organic reaction records. Reactants: N1(CCCCC1)C=1C(=NC=CC1)C#N (3,4,5,6-tetrahydro-2H-[1,3′]bipyridinyl-2′-carbonitrile), N (NH3). Reagents/catalysts: [Ni] (Ni). Solvent: CO (MeOH), CO (MeOH). Product: N1(CCCCC1)C=1C(=NC=CC1)CN (C-(3,4,5,6-tetrahydro-2H-[1,3′]bipyridinyl-2′-yl)-methylamine). The yield is 62.7%. RXN SMILES: [N:1]1([C:7]2[C:8]([C:13]#[N:14])=[N:9][CH:10]=[CH:11][CH:12]=2)[CH2:6][CH2:5][CH2:4][CH2:3][CH2:2]1.N>CO.[Ni]>[N:1]1([C:7]2[C:8]([CH2:13][NH2:14])=[N:9][CH:10]=[CH:11][CH:12]=2)[CH2:2][CH2:3][CH2:4][CH2:5][CH2:6]1. Procedure: A solution of 3,4,5,6-tetrahydro-2H-[1,3′]bipyridinyl-2′-carbonitrile (0.980 g, 5.23 mmol) in MeOH (10 mL) was added to a flask charged with Raney Ni (pre-washed with methanol) (˜1.0 g) in MeOH (10 mL). After saturated with NH3 gas the mixture was shaken under H2 (40 psi) for 3 h. The reaction mixture was then filtered through a celite cake, and the filtrate was concentrated under reduced pressure. The residue was purified by flash chromatography on a silica gel column (100:5:1 CH2Cl2/MeOH/NH4OH... As a reaction SMILES: [CH2:1]([CH3:2])[O:3][C:4]([CH:5]([C:6](=[O:7])[O:8][CH2:9][CH3:10])[CH2:11][c:12]1[cH:13][n:14][c:15]([NH:17][C:18](=[O:19])[O:20][C:21]([CH3:22])([CH3:23])[CH3:24])[s:16]1)=[O:25].[CH2:31]1[O:32][CH2:33][CH2:34][CH2:35]1.[CH3:28][CH2:29][OH:30].[K+:27].[OH-:26]>>[CH2:1]([CH3:2])[O:3][C:4]([CH:5]([C:6](=[O:7])[OH:8])[CH2:11][c:12]1[cH:13][n:14][c:15]([NH:17][C:18](=[O:19])[O:20][C:21]([CH3:22])([CH3:23])[CH3:24])[s:16]1)=[O:25]. The reactants are CCOC(=O)C(Cc1cnc(NC(=O)OC(C)(C)C)s1)C(=O)OCC, C1CCOC1, CCO, [K+], [OH-]. The product is CCOC(=O)C(Cc1cnc(NC(=O)OC(C)(C)C)s1)C(=O)O.